This data is from the Open Reaction Database (ORD), a public repository of structured organic reaction records. The task is: describe an organic reaction: reactants, conditions, products, and yield The reactants are ClC1=C2C(=NN=C1C1=CC=CC=C1)N(N=C2C2=CC=C(C=C2)F)CC(=O)N2CCOCC2 (2-(4-chloro-3-(4-fluorophenyl)-5-phenyl-1H-pyrazolo[3,4-c]pyridazin-1-yl)-1-morpholinoethanone), FC=1C=C(C(=O)CC#N)C=CC1 (3-fluorobenzoylacetonitrile). Yields the product ClC1=C2C(=NN=C1C1=CC=CC=C1)N(N=C2C2=CC(=CC=C2)F)CC(=O)N2CCOCC2 (2-(4-chloro-3-(3-fluorophenyl)-5-phenyl-1H-pyrazolo[3,4-c]pyridazin-1-yl)-1-morpholinoethanone), solid. RXN SMILES: [Cl:1][C:2]1[C:7]([C:8]2[CH:13]=[CH:12][CH:11]=[CH:10][CH:9]=2)=[N:6][N:5]=[C:4]2[N:14]([CH2:24][C:25]([N:27]3[CH2:32][CH2:31][O:30][CH2:29][CH2:28]3)=[O:26])[N:15]=[C:16](C3C=CC(F)=CC=3)[C:3]=12.[F:33][C:34]1[CH:35]=[C:36]([CH:42]=[CH:43][CH:44]=1)C(CC#N)=O>>[Cl:1][C:2]1[C:7]([C:8]2[CH:13]=[CH:12][CH:11]=[CH:10][CH:9]=2)=[N:6][N:5]=[C:4]2[N:14]([CH2:24][C:25]([N:27]3[CH2:28][CH2:29][O:30][CH2:31][CH2:32]3)=[O:26])[N:15]=[C:16]([C:43]3[CH:42]=[CH:36][CH:35]=[C:34]([F:33])[CH:44]=3)[C:3]=12. Procedure: Example 69 (Compound 76) was synthesised following a similar procedure outlined in Example 68 (Compound 75), using 3-fluorobenzoylacetonitrile instead of 4-fluorobenzoylacetonitrile in step 1. Compound 76 was obtained as a yellow solid (4.8 mg). The reactants are Cl.Cl.N1(C=NC=C1)C=1C=C(C=CC1)NC(=N)N ([3-(1H-Imidazol-1-yl)phenyl]guanidine, dihydrochloride), CN(C=CC(=O)C1=CC=NC=C1)C (3-dimethylamino-1-(4-pyridyl)-2-propen-1-one), [OH-].[Na+] (NaOH), ( 24 ). Solvent: C(CC)O (n-propanol). The product is N1(C=NC=C1)C=1C=C(C=CC1)NC1=NC=CC(=N1)C1=CC=NC=C1 (N-[3-(1H-imdazol-1-yl)phenyl]-4-(4-pyridinyl)-2-pyrimidinamine). Yield: 70.0%. Reaction SMILES: Cl.Cl.[N:3]1([C:8]2[CH:9]=[C:10]([NH:14][C:15]([NH2:17])=[NH:16])[CH:11]=[CH:12][CH:13]=2)[CH:7]=[CH:6][N:5]=[CH:4]1.CN(C)[CH:20]=[CH:21][C:22]([C:24]1[CH:29]=[CH:28][N:27]=[CH:26][CH:25]=1)=O.[OH-].[Na+]>C(O)CC>[N:3]1([C:8]2[CH:9]=[C:10]([NH:14][C:15]3[N:17]=[C:22]([C:24]4[CH:29]=[CH:28][N:27]=[CH:26][CH:25]=4)[CH:21]=[CH:20][N:16]=3)[CH:11]=[CH:12][CH:13]=2)[CH:7]=[CH:6][N:5]=[CH:4]1 |f:0.1.2,4.5|. Procedure details: Two and 73 hundredths grams of [3-(1H-imidazol-1-yl)phenyl]guanidine, dihydrochloride (2) from Example 1, 1.76 grams of 3-dimethylamino-1-(4-pyridyl)-2-propen-1-one, 25 ml of n-propanol and 2 equivalents (2 ml) of 10N NaOH at pH=11 is refluxed for twenty-four (24) hours. The products are isolated by quenching the reaction mixture including any precipitated solids into water followed by filtration. These filtered solids are re-suspended in water to remove inorganic salts, filtered and air dried t... Reactants: O=C(NCCC1CC1)c1ccc(N2CCNCC2)nn1, ClCc1cc(Cl)ccc1Cl. The product is O=C(NCCC1CC1)c1ccc(N2CCN(Cc3cc(Cl)ccc3Cl)CC2)nn1. RXN SMILES: [CH:11]1([CH2:14][CH2:15][NH:16][C:17](=[O:18])[c:19]2[n:20][n:21][c:22]([N:25]3[CH2:26][CH2:27][NH:28][CH2:29][CH2:30]3)[cH:23][cH:24]2)[CH2:12][CH2:13]1.[Cl:1][c:2]1[c:3]([CH2:4][Cl:5])[cH:6][c:7]([Cl:10])[cH:8][cH:9]1>>[Cl:1][c:2]1[c:3]([CH2:4][N:28]2[CH2:27][CH2:26][N:25]([c:22]3[n:21][n:20][c:19]([C:17]([NH:16][CH2:15][CH2:14][CH:11]4[CH2:12][CH2:13]4)=[O:18])[cH:24][cH:23]3)[CH2:30][CH2:29]2)[cH:6][c:7]([Cl:10])[cH:8][cH:9]1. The reactants are CC=1C=C(C=O)C=CC1OCCC=1N=C(OC1C)C1=CC=CC=C1 (3-methyl-4-[2-(5-methyl-2-phenyl-oxazol-4-yl)-ethoxy]-benzaldehyde), C(C1=CC=CC=C1)[C@@H]1N(C(OC1)=O)C(COCC)=O ((S)-4-benzyl-3-ethoxyacetyl-oxazolidin-2-one), B(CCCC)(CCCC)OS(=O)(=O)C(F)(F)F (nBu2BOTf). Product: C(C1=CC=CC=C1)[C@@H]1N(C(OC1)=O)C([C@H]([C@@H](C1=CC(=C(C=C1)OCCC=1N=C(OC1C)C1=CC=CC=C1)C)O)OCC)=O ((S)-4-benzyl-3-((2S,3R) -2-ethoxy-3-hydroxy-3-{3-methyl-4-[2-(5-methyl-2-phenyl-oxazol-4-yl)-ethoxy]-phenyl}-propionyl)-oxazolidin-2-one). As a reaction SMILES: [CH3:1][C:2]1[CH:3]=[C:4]([CH:7]=[CH:8][C:9]=1[O:10][CH2:11][CH2:12][C:13]1[N:14]=[C:15]([C:19]2[CH:24]=[CH:23][CH:22]=[CH:21][CH:20]=2)[O:16][C:17]=1[CH3:18])[CH:5]=[O:6].[CH2:25]([C@H:32]1[CH2:36][O:35][C:34](=[O:37])[N:33]1[C:38](=[O:43])[CH2:39][O:40][CH2:41][CH3:42])[C:26]1[CH:31]=[CH:30][CH:29]=[CH:28][CH:27]=1.B(OS(C(F)(F)F)(=O)=O)(CCCC)CCCC>>[CH2:25]([C@H:32]1[CH2:36][O:35][C:34](=[O:37])[N:33]1[C:38](=[O:43])[C@@H:39]([O:40][CH2:41][CH3:42])[C@H:5]([OH:6])[C:4]1[CH:7]=[CH:8][C:9]([O:10][CH2:11][CH2:12][C:13]2[N:14]=[C:15]([C:19]3[CH:24]=[CH:23][CH:22]=[CH:21][CH:20]=3)[O:16][C:17]=2[CH3:18])=[C:2]([CH3:1])[CH:3]=1)[C:26]1[CH:27]=[CH:28][CH:29]=[CH:30][CH:31]=1. Procedure details: In analogy to the procedures described in examples 11 a] to 11 c], 3-methyl-4-[2-(5-methyl-2-phenyl-oxazol-4-yl)-ethoxy]-benzaldehyde (example 114 b]) was reacted with (S)-4-benzyl-3-ethoxyacetyl-oxazolidin-2-one and nBu2BOTf to yield (S)-4-benzyl-3-((2S,3R) -2-ethoxy-3-hydroxy-3-{3-methyl-4-[2-(5-methyl-2-phenyl-oxazol-4-yl)-ethoxy]-phenyl}-propionyl)-oxazolidin-2-one (according to NMR, one of the four isomers is strongly predominating; the configuration was tentatively assigned as 2S, 3R accor... The reactants are COC(C(CC(=C)C)C1=CC(=NC(=C1)C1=CC=C(C=C1)C(F)(F)F)C1=CC(=CC(=C1)C(F)(F)F)C(F)(F)F)=O (2-[2-(3,5-Bis-trifluoromethyl-phenyl)-6-(4-trifluoromethyl-phenyl)-pyridin-4-yl]-4-methyl-pent-4-enoic acid methyl ester). The reagents and catalysts are [Pd] (Pd/C). Run in CO (methanol). Yields the product COC(C(CC(C)C)C1=CC(=NC(=C1)C1=CC=C(C=C1)C(F)(F)F)C1=CC(=CC(=C1)C(F)(F)F)C(F)(F)F)=O (2-[2-(3,5-Bis-trifluoromethyl-phenyl)-6-(4-trifluoromethyl-phenyl)-pyridin-4-yl]-4-methyl-pentanoic acid methyl ester). Yield: 101.4%. Reaction SMILES: [CH3:1][O:2][C:3](=[O:39])[CH:4]([C:9]1[CH:14]=[C:13]([C:15]2[CH:20]=[CH:19][C:18]([C:21]([F:24])([F:23])[F:22])=[CH:17][CH:16]=2)[N:12]=[C:11]([C:25]2[CH:30]=[C:29]([C:31]([F:34])([F:33])[F:32])[CH:28]=[C:27]([C:35]([F:38])([F:37])[F:36])[CH:26]=2)[CH:10]=1)[CH2:5][C:6]([CH3:8])=[CH2:7]>CO.[Pd]>[CH3:1][O:2][C:3](=[O:39])[CH:4]([C:9]1[CH:14]=[C:13]([C:15]2[CH:16]=[CH:17][C:18]([C:21]([F:22])([F:23])[F:24])=[CH:19][CH:20]=2)[N:12]=[C:11]([C:25]2[CH:26]=[C:27]([C:35]([F:38])([F:36])[F:37])[CH:28]=[C:29]([C:31]([F:32])([F:33])[F:34])[CH:30]=2)[CH:10]=1)[CH2:5][CH:6]([CH3:8])[CH3:7]. Procedure details: A solution of 2-[2-(3,5-Bis-trifluoromethyl-phenyl)-6-(4-trifluoromethyl-phenyl)-pyridin-4-yl]-4-methyl-pent-4-enoic acid methyl ester (80 mg, 0.14 mmol), Pd/C (10%, 10 mg) in methanol (10 mL) was hydrogenated for 4 h. The mixture was filtered through Celite, washed with methanol, evaporated. The residue was dissolved in CH2Cl2, filtered and evaporated to give the product as a colorless oil (80 mg, 100%). 1H NMR (300 MHz, CDCl3) δ 8.56 (s, 2H), 8.24 (d, J=7.91 Hz, 2H), 7.96 (s, 1H), 7.70-7.85 (m... Reactants: COC=1C(=C(C#N)C=CC1OC)N (3,4-dimethoxy-2-aminobenzonitrile), [H-].[Na+] (sodium hydride), CN(C=O)C (N,N-dimethylformamide), Cl.O1C(=CC=C1)C(=O)N1CCN(CC1)C(OCC)=N (ethyl 4-(2-furoyl)piperazin-1-ylformimidate hydrochloride). The solvent is O (water). Reaction conditions: time 30 minute. The product is COC1=CC=C2C(=NC(=NC2=C1OC)N1CCN(CC1)C(=O)C=1OC=CC1)N (7,8-dimethoxy-4-amino-2-[4-(2-furoyl)piperazin-1-yl]quinazoline). Reaction SMILES: [CH3:1][O:2][C:3]1[C:4]([NH2:13])=[C:5]([CH:8]=[CH:9][C:10]=1[O:11][CH3:12])[C:6]#[N:7].C[N:15](C)C=O.Cl.[O:20]1[CH:24]=[CH:23][CH:22]=[C:21]1[C:25]([N:27]1[CH2:32][CH2:31][N:30]([C:33](=N)OCC)[CH2:29][CH2:28]1)=[O:26].[H-].[Na+]>O>[CH3:12][O:11][C:10]1[C:3]([O:2][CH3:1])=[C:4]2[C:5]([C:6]([NH2:15])=[N:7][C:33]([N:30]3[CH2:31][CH2:32][N:27]([C:25]([C:21]4[O:20][CH:24]=[CH:23][CH:22]=4)=[O:26])[CH2:28][CH2:29]3)=[N:13]2)=[CH:8][CH:9]=1 |f:2.3,4.5|. Procedure details: To a stirred solution of 1.78 g. (0.01 mole) 3,4-dimethoxy-2-aminobenzonitrile in 30 ml. of N,N-dimethylformamide is added 2.88 g. (0.01 mole) ethyl 4-(2-furoyl)piperazin-1-ylformimidate hydrochloride followed by 855 mg. (0.02 mole) of a 56.1% dispersion of sodium hydride in mineral oil. The reaction mixture is stirred at ambient temperature for 30 minutes, and then it is heated to ca. 100° C. and maintained at that temperature for 12 hours. The reaction mixture is cooled to ambient temperature,...